This data is from the Open Reaction Database (ORD), a public repository of structured organic reaction records. The task is: describe an organic reaction: reactants, conditions, products, and yield Reactants: C(C1=CC=CC=C1)(C1=CC=CC=C1)N1CC(C1)OC1=CC=C(C=C1)F (1-benzhydryl-3-(4-fluorophenoxy)azetidine), C1(=CC=CC=C1)OC(=O)Cl (phenylchloroformate). Solvent: C1(=CC=CC=C1)C (toluene). Yields the product O(C1=CC=CC=C1)C(=O)N1CC(C1)OC1=CC=C(C=C1)F (1-phenoxycarbonyl-3-(p-fluorophenoxy)azetidine). Reaction SMILES: C([N:14]1[CH2:17][CH:16]([O:18][C:19]2[CH:24]=[CH:23][C:22]([F:25])=[CH:21][CH:20]=2)[CH2:15]1)(C1C=CC=CC=1)C1C=CC=CC=1.[C:26]1([O:32][C:33](Cl)=[O:34])[CH:31]=[CH:30][CH:29]=[CH:28][CH:27]=1>C1(C)C=CC=CC=1>[O:32]([C:33]([N:14]1[CH2:17][CH:16]([O:18][C:19]2[CH:20]=[CH:21][C:22]([F:25])=[CH:23][CH:24]=2)[CH2:15]1)=[O:34])[C:26]1[CH:31]=[CH:30][CH:29]=[CH:28][CH:27]=1. Reported procedure: A solution of 20.0 g of 1-benzhydryl-3-(4-fluorophenoxy)azetidine and 10.3 g of phenylchloroformate in 200 ml. of toluene is refluxed for 16 hours. The reaction mixture is cooled, and the toluene is removed under reduced pressure to give a yellow oil. The oil is triturated with hexane to give a white solid of 1-phenoxycarbonyl-3-(p-fluorophenoxy)azetidine. Starting materials: N#CC1CC2(c3ccccc3)C(O)CCC1N2Cc1ccccc1, C1CCOC1, FC(F)(F)c1cc(CBr)cc(C(F)(F)F)c1, [H-], [Na+]. Yields the product N#CC1CC2(c3ccccc3)C(OCc3cc(C(F)(F)F)cc(C(F)(F)F)c3)CCC1N2Cc1ccccc1. As a reaction SMILES: [CH2:19]([c:20]1[cH:21][cH:22][cH:23][cH:24][cH:25]1)[N:26]1[C:27]2([c:37]3[cH:38][cH:39][cH:40][cH:41][cH:42]3)[CH:28]([OH:36])[CH2:29][CH2:30][CH:31]1[CH:32]([C:34]#[N:35])[CH2:33]2.[CH2:43]1[O:44][CH2:45][CH2:46][CH2:47]1.[F:3][C:4]([c:5]1[cH:6][c:7]([CH2:8][Br:9])[cH:10][c:11]([C:13]([F:14])([F:15])[F:16])[cH:12]1)([F:17])[F:18].[H-:1].[Na+:2]>>[F:3][C:4]([c:5]1[cH:6][c:7]([CH2:8][O:36][CH:28]2[C:27]3([c:37]4[cH:38][cH:39][cH:40][cH:41][cH:42]4)[N:26]([CH2:19][c:20]4[cH:21][cH:22][cH:23][cH:24][cH:25]4)[CH:31]([CH2:30][CH2:29]2)[CH:32]([C:34]#[N:35])[CH2:33]3)[cH:10][c:11]([C:13]([F:14])([F:15])[F:16])[cH:12]1)([F:17])[F:18]. Starting materials: Cl (hydrochloric acid), Grignard reagent, BrC1=CC=C(C=C1)F (p-bromofluorobenzene), [Mg] (magnesium), CC1=NC2=C(C(O1)=O)C=C(C=C2)C (2,6-dimethyl-3,1-benzoxazine-4-one). Run in C(C)OCC (diethyl ether), C1=CC=CC=C1 (benzene), C(C)OCC (diethyl ether). Conditions: time 2 hour. Yields the product FC1=CC=C(C(=O)C2=C(C=CC(=C2)C)NC(C)=O)C=C1 (N-[2-(4-Fluorobenzoyl)-4-methylphenyl]acetamide). Reaction SMILES: Br[C:2]1[CH:7]=[CH:6][C:5]([F:8])=[CH:4][CH:3]=1.[Mg].[CH3:10][C:11]1[O:16][C:15](=[O:17])[C:14]2[CH:18]=[C:19]([CH3:22])[CH:20]=[CH:21][C:13]=2[N:12]=1.Cl>C(OCC)C.C1C=CC=CC=1>[F:8][C:5]1[CH:6]=[CH:7][C:2]([C:15]([C:14]2[CH:18]=[C:19]([CH3:22])[CH:20]=[CH:21][C:13]=2[NH:12][C:11](=[O:16])[CH3:10])=[O:17])=[CH:3][CH:4]=1. Procedure details: A Grignard reagent prepared from 87.5 g (0.5 mole) of p-bromofluorobenzene and excess magnesium in 800 ml of diethyl ether was slowly added to a solution of 2,6-dimethyl-3,1-benzoxazine-4-one in 300 ml of dry benzene and 200 ml of dry diethyl ether at 0° C. The mixture was allowed to warm to room temperature and stirring was continued for 2 hr. The reaction mixture was cooled to -15° C. and 500 ml of 3N hydrochloric acid was added. After about 10 min additional stirring, the organic layer was se...